This data is from the Open Reaction Database (ORD), a public repository of structured organic reaction records. The task is: describe an organic reaction: reactants, conditions, products, and yield Starting materials: CC1(C)OCC(C)(C)C(C(=O)NCCC(=O)O)O1, NCC1CCCN1C(=O)OCc1ccccc1. As a reaction SMILES: [CH3:18][C:19]1([CH3:35])[O:20][CH2:21][C:22]([CH3:33])([CH3:34])[CH:23]([C:25](=[O:26])[NH:27][CH2:28][CH2:29][C:30](=[O:31])[OH:32])[O:24]1.[NH2:1][CH2:2][CH:3]1[N:4]([C:8](=[O:9])[O:10][CH2:11][c:12]2[cH:13][cH:14][cH:15][cH:16][cH:17]2)[CH2:5][CH2:6][CH2:7]1>>[NH:1]([CH2:2][CH:3]1[N:4]([C:8](=[O:9])[O:10][CH2:11][c:12]2[cH:13][cH:14][cH:15][cH:16][cH:17]2)[CH2:5][CH2:6][CH2:7]1)[C:30]([CH2:29][CH2:28][NH:27][C:25]([CH:23]1[C:22]([CH3:33])([CH3:34])[CH2:21][O:20][C:19]([CH3:18])([CH3:35])[O:24]1)=[O:26])=[O:31]. Yields the product CC1(C)OCC(C)(C)C(C(=O)NCCC(=O)NCC2CCCN2C(=O)OCc2ccccc2)O1. The reactants are Cl.OC1=NC=CC=N1 (2-hydroxypyrimidine hydrochloride), ClCC(=O)O (chloroacetic acid), [OH-].[Na+] (sodium hydroxide), Cl (hydrochloric acid). Run at temperature 105 celsius. Yields the product O=C1N(C=CC=N1)CC(=O)O ([2-oxopyrimidin-1(2H)-yl]acetic acid). RXN SMILES: Cl.[OH:2][C:3]1[N:8]=[CH:7][CH:6]=[CH:5][N:4]=1.Cl[CH2:10][C:11]([OH:13])=[O:12].[OH-].[Na+].Cl>>[O:2]=[C:3]1[N:8]=[CH:7][CH:6]=[CH:5][N:4]1[CH2:10][C:11]([OH:13])=[O:12] |f:0.1,3.4|. Procedure details: To 2-hydroxypyrimidine hydrochloride (1.00 g, 7.54 mmol) and chloroacetic acid (0.713 g, 7.54 mmol) was added 5 N sodium hydroxide solution (4.5 mL). The reaction mixture was heated at 105° C. for 2 h. After cooled down to ambient temperature and neutralized with 2 M hydrochloric acid (3.8 mL), the title compound was collected by crystallization and filtration as a pale yellow solid. 1H NMR (DMSO-d6): δ 13.2 (s, 1H), 8.59 (dd, J=3.9, 3.0 Hz, 1H), 8.16 (dd, J=6.4, 2.8 Hz, 1H), 6.46 (dd, J=6.4, 4.... The reactants are N1[C@@H](C(=O)O)CCC1 (D-proline), FC1=C(C=CC=C1)[N+](=O)[O-] (1-fluoro-2-nitrobenzene). Product: [N+](=O)([O-])C1=C(C=CC=C1)N1[C@@H](C(=O)O)CCC1 (1-(2-Nitrophenyl)-D-proline). Yield: 82.3%. RXN SMILES: [NH:1]1[CH2:8][CH2:7][CH2:6][C@@H:2]1[C:3]([OH:5])=[O:4].F[C:10]1[CH:15]=[CH:14][CH:13]=[CH:12][C:11]=1[N+:16]([O-:18])=[O:17]>>[N+:16]([C:11]1[CH:12]=[CH:13][CH:14]=[CH:15][C:10]=1[N:1]1[CH2:8][CH2:7][CH2:6][C@@H:2]1[C:3]([OH:5])=[O:4])([O-:18])=[O:17]. Procedure: The same procedures used in Reference Example 1 were repeated except for using D-proline and 1-fluoro-2-nitrobenzene to give the title compound. Yield 82.3%. The reactants are CC(C)([O-])C.[K+] (potassium t-butoxide), ClC1=C(C=C2CC(C(C2=C1Cl)=O)C1CCCC1)OC (6,7-dichloro-2-cyclopentyl-2,3-dihydro-5-methoxy-1H-inden-1-one), N#N (N2), C(CCC)I (butyl iodide). The solvent is C(C)(C)(C)O (t-butanol), O (water), C1=CC=CC=C1 (benzene). Product: C(CCC)C1(C(C2=C(C(=C(C=C2C1)OC)Cl)Cl)=O)C1CCCC1 (2-butyl-6,7-dichloro-2-cyclopentyl-2,3-dihydro-5-methoxy-1H-inden-1-one). As a reaction SMILES: [Cl:1][C:2]1[C:10]([Cl:11])=[C:9]2[C:5]([CH2:6][CH:7]([CH:13]3[CH2:17][CH2:16][CH2:15][CH2:14]3)[C:8]2=[O:12])=[CH:4][C:3]=1[O:18][CH3:19].N#N.CC(C)([O-])C.[K+].[CH2:28](I)[CH2:29][CH2:30][CH3:31]>C1C=CC=CC=1.C(O)(C)(C)C.O>[CH2:28]([C:7]1([CH:13]2[CH2:17][CH2:16][CH2:15][CH2:14]2)[CH2:6][C:5]2[C:9](=[C:10]([Cl:11])[C:2]([Cl:1])=[C:3]([O:18][CH3:19])[CH:4]=2)[C:8]1=[O:12])[CH2:29][CH2:30][CH3:31] |f:2.3|. Procedure: A solution of 6,7-dichloro-2-cyclopentyl-2,3-dihydro-5-methoxy-1H-inden-1-one (7.2 g) in benzene (70 ml) was heated at reflux in a N2 atmosphere and treated over a 5 minute period with a solution of potassium t-butoxide (4.2 g) in t-butanol (70 ml). The solution was refluxed for 3/4 hour, treated with butyl iodide (11 ml), refluxed for an additional 3/4 hour, cooled, treated with water (50 ml) and the organic solvents were distilled at reduced pressure. The aqueous slurry was extracted with ethe... Reactants: RuBr2, C(C1=CC=CC=C1)(=O)C1(CC1)C(=O)OCC (ethyl 1-benzoylcyclopropanecarboxylate), [H][H] (hydrogen). The solvent is CO.O (methanol water). Conditions: temperature 70 celsius. Product: OC(C1(CC1)C(=O)OCC)C1=CC=CC=C1 (ethyl 1-[hydroxy(phenyl)methyl]cyclopropanecarboxylate). Yield: 694.6%. RXN SMILES: [C:1]([C:9]1([C:12]([O:14][CH2:15][CH3:16])=[O:13])[CH2:11][CH2:10]1)(=[O:8])[C:2]1[CH:7]=[CH:6][CH:5]=[CH:4][CH:3]=1.[H][H]>CO.O>[OH:8][CH:1]([C:2]1[CH:3]=[CH:4][CH:5]=[CH:6][CH:7]=1)[C:9]1([C:12]([O:14][CH2:15][CH3:16])=[O:13])[CH2:11][CH2:10]1 |f:2.3|. Reported procedure: (S)-tBuBisP*-RuBr2 (25 mg) was placed in a reaction vessel and deaerated. After substitution with argon, a mixture of ethyl 1-benzoylcyclopropanecarboxylate (3.3 g, 1.0 mmol) and methanol-water (10/1) (33 ml) was added. The mixture was stirred at 70° C. and hydrogen pressure (6 kg/cm2) for 24 h, after which the reaction mixture was concentrated. This was concentrated to dryness, diluted with ethyl acetate, washed with water and purified by silica gel column chromatography (hexane:ethyl acetate=4... Starting materials: CCOc1ccn(C2CSC(CO)O2)c(=O)n1, CO, N. Product: Nc1ccn(C2CSC(CO)O2)c(=O)n1. Reaction SMILES: [CH2:1]([O:2][c:4]1[n:5][c:6](=[O:17])[n:7]([CH:10]2[CH2:11][S:12][CH:13]([CH2:15][OH:16])[O:14]2)[cH:8][cH:9]1)[CH3:3].[CH3:18][OH:19].[NH3:20]>>[c:4]1([NH2:20])[n:5][c:6](=[O:17])[n:7]([CH:10]2[CH2:11][S:12][CH:13]([CH2:15][OH:16])[O:14]2)[cH:8][cH:9]1. Starting materials: C(C)O[C@H](C(=O)O)CC1=CC=C(C=C1)O ((S)-2-ethoxy-3-(4-hydroxyphenyl)propanoic acid), C1(=CC=CC=C1)SC1=CC=C(C=C1)CCO (2-[4-(Phenylsulfanyl)phenyl]-1-ethanol), C1(=CC=CC=C1)P(C1=CC=CC=C1)C1=CC=CC=C1 (triphenylphosphine), N(=NC(=O)N1CCCCC1)C(=O)N1CCCCC1 (1,1′-(azodicarbonyl)dipiperidine). Solvent: ClCCl (dichloromethane), petroleum ether, ClCCl (dichloromethane). Product: C(C)OC([C@H](CC1=CC=C(C=C1)OCCC1=CC=C(C=C1)SC1=CC=CC=C1)OCC)=O ((S)-2-ethoxy-3-(4-{2-[4-(phenylsulfanyl)phenyl]ethoxy}phenyl)propanoic acid ethyl ester). Yield: 47.0%. As a reaction SMILES: [C:1]1([S:7][C:8]2[CH:13]=[CH:12][C:11]([CH2:14][CH2:15][OH:16])=[CH:10][CH:9]=2)[CH:6]=[CH:5][CH:4]=[CH:3][CH:2]=1.[C:17]1(P(C2C=CC=CC=2)C2C=CC=CC=2)C=CC=C[CH:18]=1.N(C(N1CCCCC1)=O)=NC(N1CCCCC1)=O.[CH2:54]([O:56][C@@H:57]([CH2:61][C:62]1[CH:67]=[CH:66][C:65](O)=[CH:64][CH:63]=1)[C:58]([OH:60])=[O:59])[CH3:55]>ClCCl>[CH2:17]([O:60][C:58](=[O:59])[C@@H:57]([O:56][CH2:54][CH3:55])[CH2:61][C:62]1[CH:67]=[CH:66][C:65]([O:16][CH2:15][CH2:14][C:11]2[CH:12]=[CH:13][C:8]([S:7][C:1]3[CH:2]=[CH:3][CH:4]=[CH:5][CH:6]=3)=[CH:9][CH:10]=2)=[CH:64][CH:63]=1)[CH3:18]. Procedure: 2-[4-(Phenylsulfanyl)phenyl]-1-ethanol (1.22 g; 5.12 mmole), triphenylphosphine (2 g; 7.6 mmole) and 1,1′-(azodicarbonyl)dipiperidine were dissolved in dichloromethane (15 ml). After 10 minutes a solution of (S)-2-ethoxy-3-(4-hydroxyphenyl)propanoic acid (described in Example 40b) in dichloromethane (15 ml) was added and the reaction mixture was stirred over night at room temperature. The solid material was filtered off and the solvent evaporated. Chromatography of the residue on siliga gel usin... Starting materials: CC(C)(C)OC(=O)NC(COc1cccc(-c2ccccc2)c1[N+](=O)[O-])C(=O)O, CO. The product is CC(C)(C)OC(=O)NC(COc1cccc(-c2ccccc2)c1N)C(=O)O. RXN SMILES: [C:1]([CH3:2])([CH3:3])([CH3:4])[O:5][C:6](=[O:7])[NH:8][CH:9]([CH2:10][O:11][c:12]1[c:13]([N+:24]([O-:25])=[O:26])[c:14](-[c:18]2[cH:19][cH:20][cH:21][cH:22][cH:23]2)[cH:15][cH:16][cH:17]1)[C:27](=[O:28])[OH:29].[CH3:30][OH:31]>>[C:1]([CH3:2])([CH3:3])([CH3:4])[O:5][C:6](=[O:7])[NH:8][CH:9]([CH2:10][O:11][c:12]1[c:13]([NH2:24])[c:14](-[c:18]2[cH:19][cH:20][cH:21][cH:22][cH:23]2)[cH:15][cH:16][cH:17]1)[C:27](=[O:28])[OH:29].